This data is from the Open Reaction Database (ORD), a public repository of structured organic reaction records. The task is: describe an organic reaction: reactants, conditions, products, and yield The reactants are C(CCCCC(C)O)O ((±)-Heptan-1,6-diol), N1=CC=CC=C1 (pyridine), CS(=O)(=O)Cl (Methanesulfonyl chloride). Run in ClCCl (Dichloromethane), ClCCl (dichloromethane). Reaction conditions: time 18 hour. The product is CS(=O)(=O)OCCCCCC(C)O ((+/-)-1-Methanesulfonyloxyheptan-6-ol). Isolated yield 60.0%. RXN SMILES: [CH2:1]([OH:9])[CH2:2][CH2:3][CH2:4][CH2:5][CH:6]([OH:8])[CH3:7].N1C=CC=CC=1.[CH3:16][S:17](Cl)(=[O:19])=[O:18]>ClCCl>[CH3:16][S:17]([O:9][CH2:1][CH2:2][CH2:3][CH2:4][CH2:5][CH:6]([OH:8])[CH3:7])(=[O:19])=[O:18]. Reported procedure: (±)-Heptan-1,6-diol (1.06 g, 8 mmol) and pyridine (1.36 ml, 1.33 g, 16.8 mmol) were dissolved in dichloromethane (20 ml) and the mixture was cooled in ice. Methanesulfonyl chloride (0.65 ml, 0.96 g, 8.4 mmol) was added dropwise and the mixture was stirred at room temperature for 18 hours. Dichloromethane (50 ml) was added and the mixture was washed with aqueous HCl (1M, 50 ml) and brine (30 ml), dried (Na2SO4) and evaporated under reduced pressure. The residue was purified by flash column chroma... The reactants are O=C([O-])[O-], CN(C)C=O, CC(C)c1onc(-c2c(Cl)cccc2Cl)c1CCl, [Cs+], [Cs+], COC(=O)c1cccc2ccc(-c3ccc(O)cc3)cc12. The product is COC(=O)c1cccc2ccc(-c3ccc(OCc4c(-c5c(Cl)cccc5Cl)noc4C(C)C)cc3)cc12. As a reaction SMILES: [C:40](=[O:41])([O-:42])[O-:43].[CH3:46][N:47]([CH3:48])[CH:49]=[O:50].[Cl:1][CH2:2][c:3]1[c:4](-[c:11]2[c:12]([Cl:18])[cH:13][cH:14][cH:15][c:16]2[Cl:17])[n:5][o:6][c:7]1[CH:8]([CH3:9])[CH3:10].[Cs+:44].[Cs+:45].[OH:19][c:20]1[cH:21][cH:22][c:23](-[c:26]2[cH:27][cH:28][c:29]3[cH:30][cH:31][cH:32][c:33]([C:36](=[O:37])[O:38][CH3:39])[c:34]3[cH:35]2)[cH:24][cH:25]1>>[CH2:2]([c:3]1[c:4](-[c:11]2[c:12]([Cl:18])[cH:13][cH:14][cH:15][c:16]2[Cl:17])[n:5][o:6][c:7]1[CH:8]([CH3:9])[CH3:10])[O:19][c:20]1[cH:21][cH:22][c:23](-[c:26]2[cH:27][cH:28][c:29]3[cH:30][cH:31][cH:32][c:33]([C:36](=[O:37])[O:38][CH3:39])[c:34]3[cH:35]2)[cH:24][cH:25]1. Reactants: CCOC(=O)CN1C(=O)COc2cc(F)ccc21, CCO, N, O. Product: NC(=O)CN1C(=O)COc2cc(F)ccc21. RXN SMILES: [CH2:1]([O:3][C:4](=[O:2])[CH2:6][N:7]1[C:8](=[O:18])[CH2:9][O:10][c:11]2[c:12]1[cH:13][cH:14][c:15]([F:17])[cH:16]2)[CH3:5].[CH3:21][CH2:22][OH:23].[NH3:20].[OH2:19]>>[O:3]=[C:4]([CH2:6][N:7]1[C:8](=[O:18])[CH2:9][O:10][c:11]2[c:12]1[cH:13][cH:14][c:15]([F:17])[cH:16]2)[NH2:20].